From a dataset of the Open Reaction Database (ORD), a public repository of structured organic reaction records. describe an organic reaction: reactants, conditions, products, and yield Starting materials: CCOC(=O)N1C=Cc2cc(OC3CCCC3)c(OC)cc2C1Cc1cccc(OC)c1, CN(C)C=O, CC(=O)[O-], ClCCl, [K+], O, O=P(Cl)(Cl)Cl. Product: CCOC(=O)N1C=C(C=O)c2cc(OC3CCCC3)c(OC)cc2C1Cc1cccc(OC)c1. Reaction SMILES: [CH2:11]([CH3:12])[O:13][C:14](=[O:15])[N:16]1[CH:17]([CH2:34][c:35]2[cH:36][c:37]([O:41][CH3:42])[cH:38][cH:39][cH:40]2)[c:18]2[cH:19][c:20]([O:32][CH3:33])[c:21]([O:26][CH:27]3[CH2:28][CH2:29][CH2:30][CH2:31]3)[cH:22][c:23]2[CH:24]=[CH:25]1.[CH3:1][N:2]([CH:3]=[O:4])[CH3:5].[CH3:44][C:45](=[O:46])[O-:47].[Cl:48][CH2:49][Cl:50].[K+:43].[OH2:51].[P:6]([Cl:7])([Cl:8])([Cl:9])=[O:10]>>[CH:3](=[O:4])[C:24]1=[CH:25][N:16]([C:14]([O:13][CH2:11][CH3:12])=[O:15])[CH:17]([CH2:34][c:35]2[cH:36][c:37]([O:41][CH3:42])[cH:38][cH:39][cH:40]2)[c:18]2[cH:19][c:20]([O:32][CH3:33])[c:21]([O:26][CH:27]3[CH2:28][CH2:29][CH2:30][CH2:31]3)[cH:22][c:23]21. Product: O=C(NCCCC1CC1)c1ccc(N2CCC(N3C(=O)C(F)(F)c4ccccc43)CC2)nn1. The reactants are O=C(NCCCC1CC1)c1ccc(Cl)nn1, O=C1N(C2CCNCC2)c2ccccc2C1(F)F, [K+], [K+], O=C([O-])[O-], C1COCCO1. RXN SMILES: [CH:19]1([CH2:22][CH2:23][CH2:24][NH:25][C:26](=[O:27])[c:28]2[n:29][n:30][c:31]([Cl:34])[cH:32][cH:33]2)[CH2:20][CH2:21]1.[F:1][C:2]1([F:18])[C:3](=[O:17])[N:4]([CH:11]2[CH2:12][CH2:13][NH:14][CH2:15][CH2:16]2)[c:5]2[cH:6][cH:7][cH:8][cH:9][c:10]21.[K+:35].[K+:36].[O-:37][C:38]([O-:39])=[O:40].[O:41]1[CH2:42][CH2:43][O:44][CH2:45][CH2:46]1>>[F:1][C:2]1([F:18])[C:3](=[O:17])[N:4]([CH:11]2[CH2:12][CH2:13][N:14]([c:31]3[n:30][n:29][c:28]([C:26]([NH:25][CH2:24][CH2:23][CH2:22][CH:19]4[CH2:20][CH2:21]4)=[O:27])[cH:33][cH:32]3)[CH2:15][CH2:16]2)[c:5]2[cH:6][cH:7][cH:8][cH:9][c:10]21. The reactants are O1C(=CC=C1)C1=CC=C(C=C1)C(C(=O)N)(C)C (2-(4-(furan-2-yl)-phenyl)-2-methyl-propionamide), NaIO4, CC#N.C(Cl)(Cl)(Cl)Cl.O (CH3CN CCl4 H2O), RuCl3. Run in C(C)(=O)OCC (ethyl acetate). Reaction conditions: time 1.5 hour. Yields the product C(=O)(O)C1=CC=C(C=C1)C(C(=O)N)(C)C (2-(4-(carboxy)-phenyl)-2-methyl-propionamide). As a reaction SMILES: [O:1]1C=CC=[C:2]1[C:6]1[CH:11]=[CH:10][C:9]([C:12]([CH3:17])([CH3:16])[C:13]([NH2:15])=[O:14])=[CH:8][CH:7]=1.CC#N.C(Cl)(Cl)(Cl)Cl.[OH2:26]>C(OCC)(=O)C>[C:2]([C:6]1[CH:11]=[CH:10][C:9]([C:12]([CH3:17])([CH3:16])[C:13]([NH2:15])=[O:14])=[CH:8][CH:7]=1)([OH:1])=[O:26] |f:1.2.3|. Procedure details: To a solution of 2-(4-(furan-2-yl)-phenyl)-2-methyl-propionamide (reference example 26) (124 mg, 0.5 mmol) in CH3CN/CCl4/H2O (7 mL, 2/2/3) is added NaIO4 (420 mg, 2 mmol) followed by RuCl3 (H2O)(3 mg). The resulting mixture is stirred vigorously for 1.5 h, then diluted with ethyl acetate, washed with water and brine, dried over MgSO4 and concentrated to give 100 mg of the title compound as an orange solid. 1H NMR (CD3OD) d 1.58 (s, 6H), 7.50 (d, J=8 Hz, 2H), 7.98 (d, J=8 Hz, 2H). MS (EI) m/z 208... Starting materials: C(C)(=O)OC=1C=C(C=CC1[N+](=O)[O-])CC(=O)O ((3-acetoxy-4-nitro-phenyl)acetic acid), C(C(=O)Cl)(=O)Cl (oxalyl chloride). The reagents and catalysts are CN(C=O)C (dimethylformamide). The solvent is ClCCl (dichloromethane), ClCCl (dichloromethane). Reaction conditions: time 4 hour. Product: C(C)(=O)OC=1C=C(C=CC1[N+](=O)[O-])CC(=O)Cl ((3-Acetoxy-4-nitro-phenyl)acetyl chloride). Reaction SMILES: [C:1]([O:4][C:5]1[CH:6]=[C:7]([CH2:14][C:15]([OH:17])=O)[CH:8]=[CH:9][C:10]=1[N+:11]([O-:13])=[O:12])(=[O:3])[CH3:2].C(Cl)(=O)C([Cl:21])=O>ClCCl.CN(C)C=O>[C:1]([O:4][C:5]1[CH:6]=[C:7]([CH2:14][C:15]([Cl:21])=[O:17])[CH:8]=[CH:9][C:10]=1[N+:11]([O-:13])=[O:12])(=[O:3])[CH3:2]. Procedure details: A solution of (3-acetoxy-4-nitro-phenyl)acetic acid (2.0 g, Reference Example 18) in dichloromethane (20 mL) was treated with a solution of oxalyl chloride in dichloromethane (4.4 mL, 2M) and then with dry dimethylformamide (1 drop). After a vigorous effervescence the mixture was stirred at room temperature for 4 hours, then evaporated to give the title compound as a viscous oil which was used immediately without further purification. Reactants: CC(=O)O[BH-](OC(C)=O)OC(C)=O, CC(C)(C)OC(=O)N1CCC(=O)CC1, CC(=O)O, ClCCCl, Nc1ccccc1I, [Na+]. Product: CC(C)(C)OC(=O)N1CCC(Nc2ccccc2I)CC1. As a reaction SMILES: [C:27]([O:28][BH-:29]([O:30][C:31](=[O:32])[CH3:33])[O:34][C:35](=[O:36])[CH3:37])(=[O:38])[CH3:39].[C:9](=[O:10])([O:11][C:12]([CH3:13])([CH3:14])[CH3:15])[N:16]1[CH2:17][CH2:18][C:19](=[O:22])[CH2:20][CH2:21]1.[CH3:23][C:24](=[O:25])[OH:26].[Cl:41][CH2:42][CH2:43][Cl:44].[I:1][c:2]1[c:3]([NH2:4])[cH:5][cH:6][cH:7][cH:8]1.[Na+:40]>>[I:1][c:2]1[c:3]([NH:4][CH:19]2[CH2:18][CH2:17][N:16]([C:9](=[O:10])[O:11][C:12]([CH3:13])([CH3:14])[CH3:15])[CH2:21][CH2:20]2)[cH:5][cH:6][cH:7][cH:8]1. Starting materials: ClC1=C(C=CC=C1)OC (2-chloroanisole), [Cl-].[Al+3].[Cl-].[Cl-] (aluminum chloride), C(C)O (ethanol), C(C)(=O)Cl (acetyl chloride). The solvent is C(Cl)(Cl)Cl (chloroform), C(Cl)(Cl)Cl (chloroform), O (water). Run at time 16 hour. Yields the product CC(=O)C1=CC(=C(C=C1)OC)Cl (3-chloro-4-methoxyacetophenone). Isolated yield 76.0%. RXN SMILES: [Cl-].[Al+3].[Cl-].[Cl-].[CH2:5]([OH:7])[CH3:6].C(Cl)(=O)C.[Cl:12][C:13]1[CH:18]=[CH:17][CH:16]=[CH:15][C:14]=1[O:19][CH3:20]>C(Cl)(Cl)Cl.O>[CH3:6][C:5]([C:17]1[CH:16]=[CH:15][C:14]([O:19][CH3:20])=[C:13]([Cl:12])[CH:18]=1)=[O:7] |f:0.1.2.3|. Procedure details: Anhydrous aluminum chloride (281 g, 2.104 mol) and 1 L of ethanol-free chloroform were maintained at 0° C. with an ice bath while a solution of acetyl chloride (162 g, 2.28 mol) in 300 mL of chloroform was added over 25 minutes. To this solution was added 2-chloroanisole (250 g, 1.75 mol) in 250 mL of chloroform over 1 hour. The solution was stirred at room temperature for 16 hours and was poured into a mixture of ice and water. The phases were separated and the aqueous phase was extracted with ... Reactants: C(C1=CC=CC=C1)N1C(=NC2=C(C1=O)C(=NN2)Br)C(CC)NCCN(C)C (5-benzyl-3-bromo-6-(1-{[2-(dimethylamino)ethyl]amino}propyl)-1,5-dihydro-4H-pyrazolo[3,4-d]pyrimidin-4-one), C(C)(C)N(C(C)C)CC (N,N-diisopropylethylamine), BrC1=CC=C(C(=O)Cl)C=C1 (4-bromobenzoyl chloride). Run in ClCCl (dichloromethane). Reaction conditions: time 2 hour. The product is C(C1=CC=CC=C1)N1C(=NC2=C(C1=O)C(=NN2)Br)C(CC)N(C(C2=CC=C(C=C2)Br)=O)CCN(C)C (N-[1-(5-benzyl-3-bromo-4-oxo-4,5-dihydro-1H-pyrazolo[3,4-d]pyrimidin-6-yl)propyl]4-bromo-N-[2-(dimethylamino)ethyl]benzamide). RXN SMILES: [CH2:1]([N:8]1[C:13](=[O:14])[C:12]2[C:15]([Br:18])=[N:16][NH:17][C:11]=2[N:10]=[C:9]1[CH:19]([NH:22][CH2:23][CH2:24][N:25]([CH3:27])[CH3:26])[CH2:20][CH3:21])[C:2]1[CH:7]=[CH:6][CH:5]=[CH:4][CH:3]=1.C(N(CC)C(C)C)(C)C.[Br:37][C:38]1[CH:46]=[CH:45][C:41]([C:42](Cl)=[O:43])=[CH:40][CH:39]=1>ClCCl>[CH2:1]([N:8]1[C:13](=[O:14])[C:12]2[C:15]([Br:18])=[N:16][NH:17][C:11]=2[N:10]=[C:9]1[CH:19]([N:22]([CH2:23][CH2:24][N:25]([CH3:27])[CH3:26])[C:42](=[O:43])[C:41]1[CH:45]=[CH:46][C:38]([Br:37])=[CH:39][CH:40]=1)[CH2:20][CH3:21])[C:2]1[CH:3]=[CH:4][CH:5]=[CH:6][CH:7]=1. Reported procedure: A solution of 5-benzyl-3-bromo-6-(1-{[2-(dimethylamino)ethyl]amino}propyl)-1,5-dihydro-4H-pyrazolo[3,4-d]pyrimidin-4-one (1-4, 144 mg, 0.33 mmol, 1 equiv) and N,N-diisopropylethylamine (43 mg, 0.33 mol, 1 equiv) in dichloromethane (5 mL) was treated with 4-bromobenzoyl chloride (73 mg, 0.33 mmol, 1 equiv), and the resulting mixture was stirred under ambient conditions for 2 h. The reaction mixture was washed with saturated aqueous NaHCO3 solution, then brine, and dried (MgSO4) and concentrated. ... The reactants are N#Cc1ccc(OCCBr)cc1, O=C1NC(=O)c2ccccc21, [K], CN(C)C=O. Product: N#Cc1ccc(OCCN2C(=O)c3ccccc3C2=O)cc1. Reaction SMILES: [Br:1][CH2:2][CH2:3][O:4][c:5]1[cH:6][cH:7][c:8]([C:9]#[N:10])[cH:11][cH:12]1.[C:13]1(=[O:23])[c:14]2[c:15]([cH:19][cH:20][cH:21][cH:22]2)[C:16](=[O:18])[NH:17]1.[K:24].[O:25]=[CH:26][N:27]([CH3:28])[CH3:29]>>[CH2:2]([CH2:3][O:4][c:5]1[cH:6][cH:7][c:8]([C:9]#[N:10])[cH:11][cH:12]1)[N:17]1[C:13](=[O:23])[c:14]2[c:15]([cH:19][cH:20][cH:21][cH:22]2)[C:16]1=[O:18].